describe an organic reaction: reactants, conditions, products, and yield From a dataset of the Open Reaction Database (ORD), a public repository of structured organic reaction records. Starting materials: OC1=CC=C(C=C1)C1=CC=C(C=C1)C#N (4-hydroxy-4'-biphenylcarbonitrile), C([O-])([O-])=O.[K+].[K+] (potassium carbonate), BrCC1=CC=CC=C1 (α-bromotoluene). Run in C(C)#N (acetonitrile). The product is C(C1=CC=CC=C1)OC1=CC=C(C=C1)C1=CC=C(C=C1)C#N (4-benzyloxy-4'-biphenylcarbonitrile). Isolated yield 84.5%. As a reaction SMILES: [OH:1][C:2]1[CH:7]=[CH:6][C:5]([C:8]2[CH:13]=[CH:12][C:11]([C:14]#[N:15])=[CH:10][CH:9]=2)=[CH:4][CH:3]=1.C(=O)([O-])[O-].[K+].[K+].Br[CH2:23][C:24]1[CH:29]=[CH:28][CH:27]=[CH:26][CH:25]=1>C(#N)C>[CH2:23]([O:1][C:2]1[CH:3]=[CH:4][C:5]([C:8]2[CH:13]=[CH:12][C:11]([C:14]#[N:15])=[CH:10][CH:9]=2)=[CH:6][CH:7]=1)[C:24]1[CH:29]=[CH:28][CH:27]=[CH:26][CH:25]=1 |f:1.2.3|. Reported procedure: In a 250-ml, three-necked, round-bottom flask equipped with a magnetic stirrer, heating mantle, thermometer, and condenser were placed 1.76 g. (9.0 mmol) 4-hydroxy-4'-biphenylcarbonitrile, 3.94 g (28.5 mmol) powdered anhydrous potassium carbonate, 1.18 ml (9.92 mmol) α-bromotoluene, and 150 ml acetonitrile. After stirring the mixture under reflux for two hours, TLC analysis showed that none of the phenolic starting material remained. Two-thirds of the acetonitrile was then distilled off, and 200... Reactants: ClCCl, CS(=O)(=O)Cl, CCN(C(C)C)C(C)C, Cn1nc(Cl)cc(Nc2ccc(CO)cn2)c1=O. Yields the product Cn1nc(Cl)cc(Nc2ccc(COS(C)(=O)=O)cn2)c1=O. As a reaction SMILES: [CH2:33]([Cl:34])[Cl:35].[CH3:19][S:20]([Cl:21])(=[O:22])=[O:23].[CH:24]([N:25]([CH:26]([CH3:27])[CH3:28])[CH2:29][CH3:30])([CH3:31])[CH3:32].[Cl:1][c:2]1[cH:3][c:4]([NH:10][c:11]2[n:12][cH:13][c:14]([CH2:17][OH:18])[cH:15][cH:16]2)[c:5](=[O:9])[n:6]([CH3:8])[n:7]1>>[Cl:1][c:2]1[cH:3][c:4]([NH:10][c:11]2[n:12][cH:13][c:14]([CH2:17][O:18][S:20]([CH3:19])(=[O:22])=[O:23])[cH:15][cH:16]2)[c:5](=[O:9])[n:6]([CH3:8])[n:7]1. Starting materials: OC(CCl)c1ccc(-c2ccc(SC(F)F)cc2)cc1, ClCCl, N#Cc1c(F)cccc1F, O=S(=O)(O)O. The product is O=C(NC(CCl)c1ccc(-c2ccc(SC(F)F)cc2)cc1)c1c(F)cccc1F. RXN SMILES: [Cl:1][CH2:2][CH:3]([OH:4])[c:5]1[cH:6][cH:7][c:8](-[c:11]2[cH:12][cH:13][c:14]([S:17][CH:18]([F:19])[F:20])[cH:15][cH:16]2)[cH:9][cH:10]1.[Cl:36][CH2:37][Cl:38].[F:21][c:22]1[c:23]([C:24]#[N:25])[c:26]([F:30])[cH:27][cH:28][cH:29]1.[S:31]([OH:32])(=[O:33])(=[O:34])[OH:35]>>[Cl:1][CH2:2][CH:3]([c:5]1[cH:6][cH:7][c:8](-[c:11]2[cH:12][cH:13][c:14]([S:17][CH:18]([F:19])[F:20])[cH:15][cH:16]2)[cH:9][cH:10]1)[NH:25][C:24]([c:23]1[c:22]([F:21])[cH:29][cH:28][cH:27][c:26]1[F:30])=[O:32].